This data is from the Open Reaction Database (ORD), a public repository of structured organic reaction records. The task is: describe an organic reaction: reactants, conditions, products, and yield Starting materials: CN(C1=C2C=CC=C(C2=CC=C1)S(=O)(=O)Cl)C (5-dimethylamino-1-naphthalenesulphonyl chloride), NC1=NC=C(C=C1C)Br (2-amino-5-bromo-3-methylpyridine). The reagents and catalysts are CN(C1=CC=NC=C1)C (4-dimethylaminopyridine). Solvent: N1=CC=CC=C1 (pyridine). Product: CN(C1=C2C=CC=C(C2=CC=C1)S(=O)(=O)NC1=NC=C(C=C1C)Br)C (5-(dimethylamino)-N-(5-bromo-3-methyl-2-pyridyl)-1-naphthalenesulphonamide), ( 135 ). As a reaction SMILES: [CH3:1][N:2]([CH3:17])[C:3]1[CH:12]=[CH:11][CH:10]=[C:9]2[C:4]=1[CH:5]=[CH:6][CH:7]=[C:8]2[S:13](Cl)(=[O:15])=[O:14].[NH2:18][C:19]1[C:24]([CH3:25])=[CH:23][C:22]([Br:26])=[CH:21][N:20]=1>CN(C)C1C=CN=CC=1.N1C=CC=CC=1>[CH3:1][N:2]([CH3:17])[C:3]1[CH:12]=[CH:11][CH:10]=[C:9]2[C:4]=1[CH:5]=[CH:6][CH:7]=[C:8]2[S:13]([NH:18][C:19]1[C:24]([CH3:25])=[CH:23][C:22]([Br:26])=[CH:21][N:20]=1)(=[O:15])=[O:14]. Procedure details: A solution of 5-dimethylamino-1-naphthalenesulphonyl chloride (269.5 mg), 2-amino-5-bromo-3-methylpyridine (187 mg) and 4-dimethylaminopyridine (100 mg) in pyridine (5 ml) was heated at 85° C. for 18 hours. Volatile material was removed by evaporation and dichloromethane (50 ml) was added. Insoluble material was removed by filtration and the filtrate was concentrated by evaporation. The residue was purified by flash chromatography, eluting with ethyl acetate/hexane (1:1 v/v), to give 5-(dimethyl... The reactants are CCOC(=O)CP(=O)(OCC)OCC, CC(=O)c1ccccc1, [Cl-], [H-], [Na+], [Na+], C1CCOC1. The product is CCOC(=O)C=C(C)c1ccccc1. RXN SMILES: [CH2:3]([O:4][P:5]([O:6][CH2:7][CH3:8])(=[O:9])[CH2:11][C:12](=[O:13])[O:14][CH2:15][CH3:16])[CH3:10].[CH3:17][C:18](=[O:19])[c:20]1[cH:21][cH:22][cH:23][cH:24][cH:25]1.[Cl-:27].[H-:1].[Na+:26].[Na+:2].[O:28]1[CH2:29][CH2:30][CH2:31][CH2:32]1>>[CH:11]([C:12](=[O:13])[O:14][CH2:15][CH3:16])=[C:18]([CH3:17])[c:20]1[cH:21][cH:22][cH:23][cH:24][cH:25]1. Procedure: The title compound was prepared following the procedure described in Step B of Intermediate 1 using methyl{cyclohexyl[1-(BOC)piperidin-4-yl]amino}acetate prepared in Step A. The reactants are C(=O)(OCC1=CC=CC=C1)N1C[C@H](CC1)N ((3S)-1-Cbz-3-aminopyrrolidine), COC(CN(C1CCN(CC1)C(=O)OC(C)(C)C)C1CCCCC1)=O (methyl{cyclohexyl[1-(BOC)piperidin-4-yl]amino}acetate). Product: COC(CN(C1CCNCC1)C1CCCCC1)=O (methyl[cyclohexyl(piperidin-4-yl)amino]acetate). As a reaction SMILES: C(N1CC[C@H](N)C1)(OCC1C=CC=CC=1)=O.[CH3:17][O:18][C:19](=[O:41])[CH2:20][N:21]([CH:35]1[CH2:40][CH2:39][CH2:38][CH2:37][CH2:36]1)[CH:22]1[CH2:27][CH2:26][N:25](C(OC(C)(C)C)=O)[CH2:24][CH2:23]1>>[CH3:17][O:18][C:19](=[O:41])[CH2:20][N:21]([CH:35]1[CH2:40][CH2:39][CH2:38][CH2:37][CH2:36]1)[CH:22]1[CH2:23][CH2:24][NH:25][CH2:26][CH2:27]1. RXN SMILES: Br[CH:2]([C:8]([C:10]1[CH:15]=[CH:14][CH:13]=[C:12]([C:16]#[N:17])[CH:11]=1)=O)[C:3]([O:5][CH2:6][CH3:7])=[O:4].[CH3:18][NH:19][C:20]([NH2:22])=[S:21]>O1CCCC1>[CH3:18][NH:19][C:20]1[S:21][C:2]([C:3]([O:5][CH2:6][CH3:7])=[O:4])=[C:8]([C:10]2[CH:15]=[CH:14][CH:13]=[C:12]([C:16]#[N:17])[CH:11]=2)[N:22]=1. The reactants are hexanes ethyl ether, BrC(C(=O)OCC)C(=O)C1=CC(=CC=C1)C#N (ethyl 2-bromo-3-(3-cyanophenyl)-3-oxopropionate), CNC(=S)N (N-methylthiourea). Reported procedure: To a solution of ethyl 2-bromo-3-(3-cyanophenyl)-3-oxopropionate (0.65 g, 2.2 mmol) in 20 mL of tetrahydrofuran was added N-methylthiourea (0.20 g, 2.2 mmol). The resulting mixture was stirred at 65° C. for 16 h. The reaction was allowed to cool and the solvent was evaporated in vacuo. The residue was taken up in ethyl acetate, washed with saturated aq NaHCO3 and brine, dried (MgSO4) and concentrated in vacuo to yield a solid. Trituration with hexanes/ethyl ether left the title compound as an of... Isolated yield 72.8%. Run at temperature 65 celsius, time 16 hour. Solvent: O1CCCC1 (tetrahydrofuran). Product: CNC=1SC(=C(N1)C1=CC(=CC=C1)C#N)C(=O)OCC (2-(methylamino)-4-(3-cyanophenyl)-5-carboethoxythiazole). The reactants are ClC1=CC=C(NCC2=CC=C(OC(C(=O)OCC)C)C=C2)C=C1 (ethyl 2-[4-(4-chloroanilinomethyl)phenoxy]propionate), [OH-].[K+] (potassium hydroxide). Solvent: CO (methanol). Conditions: time 5 hour. The product is ClC1=CC=C(NCC2=CC=C(OC(C(=O)O)C)C=C2)C=C1 (2-[4-(4-chloroanilinomethyl)phenoxy]propionic acid). Yield: 87.3%. RXN SMILES: [Cl:1][C:2]1[CH:23]=[CH:22][C:5]([NH:6][CH2:7][C:8]2[CH:21]=[CH:20][C:11]([O:12][CH:13]([CH3:19])[C:14]([O:16]CC)=[O:15])=[CH:10][CH:9]=2)=[CH:4][CH:3]=1.[OH-].[K+]>CO>[Cl:1][C:2]1[CH:3]=[CH:4][C:5]([NH:6][CH2:7][C:8]2[CH:21]=[CH:20][C:11]([O:12][CH:13]([CH3:19])[C:14]([OH:16])=[O:15])=[CH:10][CH:9]=2)=[CH:22][CH:23]=1 |f:1.2|. Procedure details: In 50 ml of dried methanol are dissolved 10.0 g of ethyl 2-[4-(4-chloroanilinomethyl)phenoxy]propionate and 1.68 g of potassium hydroxide. The mixture is stirred at room temperature for 5 hours. After concentrating the reaction mixture, water is added to the residue, and the resulting solution is washed with ether. The aqueous layer is acidified with hydrochloric acid and extracted with ether. The extract is washed with water, then dried over magnesium sulfate and thereafter the solvent is disti... Reactants: C(C)OC(=O)N1CC2N(C3=C(CN4C2=CC=2C=CC=CC24)C=CC=C3)CC1 (1,3,4,16b-tetrahydro-2-ethoxycarbonyl-2H,10H-indolo[2,1-c]pyrazino[1,2-a][1,4]benzodiazepine), [OH-].[K+] (potassium hydroxide). The solvent is C(C)O (ethanol). The product is C1NCCN2C1C=1N(CC3=C2C=CC=C3)C=3C=CC=CC3C1 (1,3,4,16b-tetrahydro-2H,10H-indolo[2,1-c]pyrazino[1,2-a][1,4]benzodiazepine). Reaction SMILES: C(OC([N:6]1[CH2:27][CH2:26][N:9]2[C:10]3[CH:25]=[CH:24][CH:23]=[CH:22][C:11]=3[CH2:12][N:13]3[C:21]4[CH:20]=[CH:19][CH:18]=[CH:17][C:16]=4[CH:15]=[C:14]3[CH:8]2[CH2:7]1)=O)C.[OH-].[K+]>C(O)C>[CH2:7]1[CH:8]2[C:14]3[N:13]([C:21]4[CH:20]=[CH:19][CH:18]=[CH:17][C:16]=4[CH:15]=3)[CH2:12][C:11]3[CH:22]=[CH:23][CH:24]=[CH:25][C:10]=3[N:9]2[CH2:26][CH2:27][NH:6]1 |f:1.2|. Procedure details: To a solution of 4.4 g of 1,3,4,16b-tetrahydro-2-ethoxycarbonyl-2H,10H-indolo[2,1-c]pyrazino[1,2-a][1,4]benzodiazepine in 88 ml ethanol is added 24 ml of 50% potassium hydroxide solution. The reaction mixture is heated at reflux temperature for 6 hours. The solvent is evaporated to dryness under reduced pressure and the residue extracted with a mixture of 350 ml of diethyl ether and 250 ml of water. The ethereal extract is washed with water, separated and then dried over anhydrous magnesium sulf... Reactants: COC(=O)c1cccc(N)c1-c1ccc(-c2sccc2NS(=O)(=O)C(C)C)cc1, CC(C)S(=O)(=O)Cl, ClCCl. The product is COC(=O)c1cccc(NS(=O)(=O)C(C)C)c1-c1ccc(-c2sccc2NS(=O)(=O)C(C)C)cc1. RXN SMILES: [CH3:1][O:2][C:3](=[O:4])[c:5]1[c:6](-[c:12]2[cH:13][cH:14][c:15](-[c:18]3[s:19][cH:20][cH:21][c:22]3[NH:23][S:24](=[O:25])(=[O:26])[CH:27]([CH3:28])[CH3:29])[cH:16][cH:17]2)[c:7]([NH2:11])[cH:8][cH:9][cH:10]1.[CH:30]([CH3:31])([CH3:32])[S:33](=[O:34])(=[O:35])[Cl:36].[Cl:37][CH2:38][Cl:39]>>[CH3:1][O:2][C:3](=[O:4])[c:5]1[c:6](-[c:12]2[cH:13][cH:14][c:15](-[c:18]3[s:19][cH:20][cH:21][c:22]3[NH:23][S:24](=[O:25])(=[O:26])[CH:27]([CH3:28])[CH3:29])[cH:16][cH:17]2)[c:7]([NH:11][S:33]([CH:30]([CH3:31])[CH3:32])(=[O:34])=[O:35])[cH:8][cH:9][cH:10]1.